This data is from the Open Reaction Database (ORD), a public repository of structured organic reaction records. The task is: describe an organic reaction: reactants, conditions, products, and yield Yields the product ClC=1C=C2C(NC=NC2=C(C1)I)=O (6-chloro-8-iodo-3H-quinazolin-4-one). Yield: 84.5%. Reported procedure: To a round bottom flask was added formamide (4 equiv., 13.5 mmol, 605 mg) and 2-amino-5-chloro-3-iodo-benzoic acid (1000 mg, 3.4 mmol). The reaction was capped and shaken at 130° C. for 72 h. The reaction was cooled to room temperature, then the precipitate was collected by filtration and washed 3× with water. The precipitate was dried under vacuum, yielding 881 mg of 6-chloro-8-iodo-3H-quinazolin-4-one as a purple solid. 1H NMR (400 MHz, DMSO) δ 12.66-12.49 (s, 1H), 8.40-8.37 (d, J=2.4 Hz, 1H),... Reaction conditions: temperature 130 celsius, time 72 hour. RXN SMILES: [CH:1]([NH2:3])=O.[NH2:4][C:5]1[C:13]([I:14])=[CH:12][C:11]([Cl:15])=[CH:10][C:6]=1[C:7](O)=[O:8]>>[Cl:15][C:11]1[CH:10]=[C:6]2[C:5](=[C:13]([I:14])[CH:12]=1)[N:4]=[CH:1][NH:3][C:7]2=[O:8]. Starting materials: C(=O)N (formamide), NC1=C(C(=O)O)C=C(C=C1I)Cl (2-amino-5-chloro-3-iodo-benzoic acid). The reactants are FC1=CC=C(N)C=C1 (4-fluoroaniline), CC(C(C(=O)OCC)C=1NC(C=C(N1)N1CCOCC1)=O)C (ethyl 3-methyl-2-[4-(morpholin-4-yl)-6-oxo-1,6-dihydropyrimidin-2-yl]butanoate). The product is FC1=CC=C(C=C1)NC(C(C(C)C)C=1NC(C=C(N1)N1CCOCC1)=O)=O (N-(4-fluorophenyl)-3-methyl-2-[4-(morpholin-4-yl)-6-oxo-1,6-dihydropyrimidin-2-yl]butanamide). RXN SMILES: [F:1][C:2]1[CH:8]=[CH:7][C:5]([NH2:6])=[CH:4][CH:3]=1.[CH3:9][CH:10]([CH3:30])[CH:11]([C:17]1[NH:18][C:19](=[O:29])[CH:20]=[C:21]([N:23]2[CH2:28][CH2:27][O:26][CH2:25][CH2:24]2)[N:22]=1)[C:12](OCC)=[O:13]>>[F:1][C:2]1[CH:8]=[CH:7][C:5]([NH:6][C:12](=[O:13])[CH:11]([C:17]2[NH:18][C:19](=[O:29])[CH:20]=[C:21]([N:23]3[CH2:28][CH2:27][O:26][CH2:25][CH2:24]3)[N:22]=2)[CH:10]([CH3:30])[CH3:9])=[CH:4][CH:3]=1. Procedure: The product is prepared according to the procedure described in example 70, using 0.023 ml of 4-fluoroaniline and 36 mg of ethyl 3-methyl-2-[4-(morpholin-4-yl)-6-oxo-1,6-dihydropyrimidin-2-yl]butanoate in place of the ethyl [1-ethyl-4-(morpholin-4-yl)-6-oxo-1,6-dihydropyrimidin-2-yl]acetate. After purification by silica column chromatography, eluent: 940303 CH2Cl2/CH3CN/MeOH, 15 mg of N-(4-fluorophenyl)-3-methyl-2-[4-(morpholin-4-yl)-6-oxo-1,6-dihydropyrimidin-2-yl]butanamide are obtained in the... Starting materials: C(C1=CC=CC=C1)OC=1C=CC(=C(C=O)C1)OC (5-Benzyloxy-2-methoxybenzaldehyde), [BH4-].[Na+] (sodium borohydride). The solvent is CO (methanol). Yields the product C(C1=CC=CC=C1)OC=1C=CC(=C(CO)C1)OC (5-benzyloxy-2-methoxybenzyl alcohol). The yield is 94.8%. RXN SMILES: [CH2:1]([O:8][C:9]1[CH:10]=[CH:11][C:12]([O:17][CH3:18])=[C:13]([CH:16]=1)[CH:14]=[O:15])[C:2]1[CH:7]=[CH:6][CH:5]=[CH:4][CH:3]=1.[BH4-].[Na+]>CO>[CH2:1]([O:8][C:9]1[CH:10]=[CH:11][C:12]([O:17][CH3:18])=[C:13]([CH:16]=1)[CH2:14][OH:15])[C:2]1[CH:3]=[CH:4][CH:5]=[CH:6][CH:7]=1 |f:1.2|. Procedure: 5-Benzyloxy-2-methoxybenzaldehyde (150.4 g) was suspended in methanol (600 ml) and to the gently warmed stirred mixture was added, in portions, sodium borohydride (15.0 g). The methanol was evaporated and the residue partitioned between dichloromethane and water. The organic layer was washed with water, then saturated sodium chloride, dried with anhydrous magnesium sulphate and evaporated to dryness. The residue crystallised from dichloromethane/petroleum spirit (40°-60° ) to give 5-benzyloxy-2-... The reactants are [Al+3], O=C(Cl)Cc1ccc(Br)cc1, CCCCCCc1ccccc1, [Cl-], [Cl-], [Cl-], Cl. The product is CCCCCCc1ccc(C(=O)Cc2ccc(Br)cc2)cc1. As a reaction SMILES: [Al+3:2].[Br:17][c:18]1[cH:19][cH:20][c:21]([CH2:24][C:25](=[O:26])[Cl:27])[cH:22][cH:23]1.[CH2:5]([CH2:6][CH2:7][CH2:8][CH2:9][CH3:10])[c:11]1[cH:12][cH:13][cH:14][cH:15][cH:16]1.[Cl-:1].[Cl-:3].[Cl-:4].[ClH:28]>>[CH2:5]([CH2:6][CH2:7][CH2:8][CH2:9][CH3:10])[c:11]1[cH:12][cH:13][c:14]([C:25]([CH2:24][c:21]2[cH:20][cH:19][c:18]([Br:17])[cH:23][cH:22]2)=[O:26])[cH:15][cH:16]1. Starting materials: N#Cc1ccc(CCO)cc1, C1CCOC1, Cc1cc(O)cc(O)c1. Product: Cc1cc(O)cc(OCCc2ccc(C#N)cc2)c1. Reaction SMILES: [C:10](#[N:11])[c:12]1[cH:13][cH:14][c:15]([CH2:18][CH2:19][OH:20])[cH:16][cH:17]1.[CH2:21]1[O:22][CH2:23][CH2:24][CH2:25]1.[OH:1][c:2]1[cH:3][c:4]([CH3:9])[cH:5][c:6]([OH:8])[cH:7]1>>[O:1]([c:2]1[cH:3][c:4]([CH3:9])[cH:5][c:6]([OH:8])[cH:7]1)[CH2:19][CH2:18][c:15]1[cH:14][cH:13][c:12]([C:10]#[N:11])[cH:17][cH:16]1. Solvent: ClCCl (dichloromethane), ClCCl (dichloromethane), C(C)C(=O)C (methyl ethyl ketone), O (water), ClCCl (dichloromethane). Yields the product C(CCCCC)C(CC(=O)OC(C=C)(CCC=C(C)C)C)=O (3,7-dimethyl-1,6-octadien-3-yl 3-(hexyl)-3-oxo-propionate). Procedure: 3,7-Dimethyl-1,6-octadien-3-yl 3-oxo-butyrate (30.00 g, 0.126 mol), dichloromethane (50 mL) and methyl ethyl ketone (10 mL) are combined in a 500 mL three-necked round-bottomed flask fitted with an internal thermometer, addition funnel, condenser and argon inlet. Calcium hydroxide (9.80 g, 0.132 mol, powdered) is added to the flask and the slurry stirs for 1 h. Heptanoyl chloride (17.84 g, 0.120 mol) in 10 ml of dichloromethane is added over 15 min so as to keep the reaction temperature between ... The reactants are C(CCCCCC)(=O)Cl (Heptanoyl chloride), O=C(CC(=O)OC(C=C)(CCC=C(C)C)C)C (3,7-Dimethyl-1,6-octadien-3-yl 3-oxo-butyrate), [Cl-].[NH4+] (Ammonium chloride), [OH-].[NH4+] (ammonium hydroxide), [OH-].[Ca+2].[OH-] (Calcium hydroxide), Cl (HCl). As a reaction SMILES: [O:1]=[C:2]([CH3:17])[CH2:3][C:4]([O:6][C:7]([CH3:16])([CH2:10][CH2:11][CH:12]=[C:13]([CH3:15])[CH3:14])[CH:8]=[CH2:9])=[O:5].[OH-].[Ca+2].[OH-].[C:21](Cl)(=O)[CH2:22][CH2:23][CH2:24][CH2:25]CC.[Cl-].[NH4+].[OH-].[NH4+].Cl>ClCCl.O.C(C(C)=O)C>[CH2:17]([C:2](=[O:1])[CH2:3][C:4]([O:6][C:7]([CH3:16])([CH2:10][CH2:11][CH:12]=[C:13]([CH3:15])[CH3:14])[CH:8]=[CH2:9])=[O:5])[CH2:21][CH2:22][CH2:23][CH2:24][CH3:25] |f:1.2.3,5.6,7.8|. Run at temperature 37.5 celsius, time 1 hour.